From a dataset of the Open Reaction Database (ORD), a public repository of structured organic reaction records. describe an organic reaction: reactants, conditions, products, and yield Reactants: CO, C=Cc1cc(N)cnc1F. Product: CCc1cc(N)cnc1F. Reaction SMILES: [CH3:11][OH:12].[NH2:1][c:2]1[cH:3][c:4]([CH:9]=[CH2:10])[c:5]([F:8])[n:6][cH:7]1>>[NH2:1][c:2]1[cH:3][c:4]([CH2:9][CH3:10])[c:5]([F:8])[n:6][cH:7]1. The reactants are [OH-].[K+] (KOH), C(C)(C)(C)C1(CC(=CC=C1O)C)C(=O)[O-].[K+] (potassium 2-t-butyl-p-cresolate). Product: C(C)(C)(C)C1=CC(=CC=C1O)C (2-t-butyl-p-cresol). The yield is 122.8%. RXN SMILES: [C:1]([C:5]1(C([O-])=O)[C:10]([OH:11])=[CH:9][CH:8]=[C:7]([CH3:12])[CH2:6]1)([CH3:4])([CH3:3])[CH3:2].[K+].[OH-].[K+]>>[C:1]([C:5]1[C:10]([OH:11])=[CH:9][CH:8]=[C:7]([CH3:12])[CH:6]=1)([CH3:4])([CH3:3])[CH3:2] |f:0.1,2.3|. Procedure details: By operating according to Example 1, starting from 9.85 g of potassium 2-t-butyl-p-cresolate, obtained "in situ" by salification of 8 g of 2-t-butyl-p-cresol with KOH, and from 5.9 g of acetophenone (molar ratio = 1:1), 1.13 g of benzoylacetic acid were obtained. Starting materials: O=C1CCC(=O)N1Br, Cc1ccc(-c2ccc(Br)cc2)nc1, O=C(OOC(=O)c1ccccc1)c1ccccc1, ClC(Cl)(Cl)Cl. Product: BrCc1ccc(-c2ccc(Br)cc2)nc1. RXN SMILES: [Br:15][N:16]1[C:17](=[O:18])[CH2:19][CH2:20][C:21]1=[O:22].[Br:1][c:2]1[cH:3][cH:4][c:5](-[c:8]2[n:9][cH:10][c:11]([CH3:14])[cH:12][cH:13]2)[cH:6][cH:7]1.[C:23]([O:24][O:25][C:26](=[O:27])[c:28]1[cH:29][cH:30][cH:31][cH:32][cH:33]1)(=[O:34])[c:35]1[cH:36][cH:37][cH:38][cH:39][cH:40]1.[C:41]([Cl:42])([Cl:43])([Cl:44])[Cl:45]>>[Br:1][c:2]1[cH:3][cH:4][c:5](-[c:8]2[n:9][cH:10][c:11]([CH2:14][Br:15])[cH:12][cH:13]2)[cH:6][cH:7]1. The reactants are OCC1=NC=CC(=C1F)N1CCOCC1 (2-hydroxymethyl-3-fluoro-4-morpholinopyridine), S(=O)(Cl)Cl (Thionyl chloride), CCOCC (ether). The solvent is C(Cl)(Cl)Cl (chloroform), C(Cl)(Cl)Cl (chloroform). Product: Cl.ClCC1=NC=CC(=C1F)N1CCOCC1 (2-chloromethyl-3-fluoro-4-morpholinopyridine hydrochloride). As a reaction SMILES: S(Cl)([Cl:3])=O.O[CH2:6][C:7]1[C:12]([F:13])=[C:11]([N:14]2[CH2:19][CH2:18][O:17][CH2:16][CH2:15]2)[CH:10]=[CH:9][N:8]=1.CCOCC>C(Cl)(Cl)Cl>[ClH:3].[Cl:3][CH2:6][C:7]1[C:12]([F:13])=[C:11]([N:14]2[CH2:19][CH2:18][O:17][CH2:16][CH2:15]2)[CH:10]=[CH:9][N:8]=1 |f:4.5|. Procedure details: Thionyl chloride (1.8 ml) in chloroform (15 ml, alumina dried) was added dropwise to a stirred and cooled solution of 2-hydroxymethyl-3-fluoro-4-morpholinopyridine (1.74 g) in chloroform (20 ml). After 2 hours at room temperature the solution was reduced in volume and ether added. The precipitate was filtered off, washed and dried to give 2-chloromethyl-3-fluoro-4-morpholinopyridine hydrochloride (2.1 g) m.p. 203°-205°. The reactants are C(CCC)(=O)C=1C=NC2=C(C=CC=C2C1Cl)C (3-Butyryl-4-chloro-8-methylquinoline), COC1=C(N)C=C(C=C1)OC (2,5-dimethoxyaniline). Solvent: O1CCOCC1 (1,4-dioxan). Yields the product C(CCC)(=O)C=1C=NC2=C(C=CC=C2C1NC1=C(C=CC(=C1)OC)OC)C (3-butyryl-4-(2,5-dimethoxyphenylamino)-8-methylquinoline). Yield: 29.4%. As a reaction SMILES: [C:1]([C:6]1[CH:7]=[N:8][C:9]2[C:14]([C:15]=1Cl)=[CH:13][CH:12]=[CH:11][C:10]=2[CH3:17])(=[O:5])[CH2:2][CH2:3][CH3:4].[CH3:18][O:19][C:20]1[CH:26]=[CH:25][C:24]([O:27][CH3:28])=[CH:23][C:21]=1[NH2:22]>O1CCOCC1>[C:1]([C:6]1[CH:7]=[N:8][C:9]2[C:14]([C:15]=1[NH:22][C:21]1[CH:23]=[C:24]([O:27][CH3:28])[CH:25]=[CH:26][C:20]=1[O:19][CH3:18])=[CH:13][CH:12]=[CH:11][C:10]=2[CH3:17])(=[O:5])[CH2:2][CH2:3][CH3:4]. Procedure details: 3-Butyryl-4-chloro-8-methylquinoline (2.48 g, 10 mmol), 2,5-dimethoxyaniline (3.06 g, 20 mmol) and 1,4-dioxan (10 ml) were stirred at room temperature overnight then heated at reflux for 30 minutes. The hydrochloride salt was filtered off, converted to free base and recrystallised from aqueous ethanol to give 3-butyryl-4-(2,5-dimethoxyphenylamino)-8-methylquinoline (1.07 g), m.p. 115°-116°. Starting materials: C(#C)C1=CC=C(C=C1)F (1-ethynyl-4-fluorobenzene), C(C)(=O)OC1=NC(=C(C=C1I)Br)Cl (5-bromo-6-chloro-3-iodopyridin-2-yl acetate), TEA, TEA, bistriphenylphosphine palladiumdichloride. The reagents and catalysts are [Cu]I (Copper(I)Iodide). Solvent: C1CCOC1 (THF). Conditions: temperature 0 celsius, time 18 hour. The product is C(C)(=O)OC1=NC(=C(C=C1C#CC1=CC=C(C=C1)F)Br)Cl (5-bromo-6-chloro-3-((4-fluorophenyl)ethynyl)pyridin-2-yl acetate). The yield is 82.3%. RXN SMILES: [C:1]([O:4][C:5]1[C:10](I)=[CH:9][C:8]([Br:12])=[C:7]([Cl:13])[N:6]=1)(=[O:3])[CH3:2].[C:14]([C:16]1[CH:21]=[CH:20][C:19]([F:22])=[CH:18][CH:17]=1)#[CH:15]>C1COCC1.[Cu]I>[C:1]([O:4][C:5]1[C:10]([C:15]#[C:14][C:16]2[CH:21]=[CH:20][C:19]([F:22])=[CH:18][CH:17]=2)=[CH:9][C:8]([Br:12])=[C:7]([Cl:13])[N:6]=1)(=[O:3])[CH3:2]. Procedure: 5-bromo-6-chloro-3-iodopyridin-2-yl acetate (14.5 g, 38.5 mmol) was dissolved in THF (50 mL) and cooled to 0° C. TEA (2.5 mL), Copper(I)Iodide (0.514 g, 2.70 mmol), and bistriphenylphosphine palladiumdichloride (0.270 g, 0.385 mmol) were added to the reaction mixture. The mixture was degassed and charged with N2 (3×). Next, 1-ethynyl-4-fluorobenzene (5.55 g, 46.2 mmol) was added drop wise over the course of 1 h at 0° C. The reaction mixture was then allowed to slowly warm to rt and continue to s... The reactants are FC=1C=CC2=C(C(CCO2)C(=O)O)C1 (6-fluoro-2,3-dihydro-4H-benzopyran-4-carboxylic acid), Cl (HCl), CO (methanol). Reaction conditions: time 8 hour. Yields the product FC=1C=CC2=C(C(CCO2)C(=O)OC)C1 (Methyl 6-fluoro-2,3-dihydro-4H-benzopyran-4-carboxylate). Reaction SMILES: [F:1][C:2]1[CH:3]=[CH:4][C:5]2[O:10][CH2:9][CH2:8][CH:7]([C:11]([OH:13])=[O:12])[C:6]=2[CH:14]=1.Cl.[CH3:16]O>>[F:1][C:2]1[CH:3]=[CH:4][C:5]2[O:10][CH2:9][CH2:8][CH:7]([C:11]([O:13][CH3:16])=[O:12])[C:6]=2[CH:14]=1. Procedure details: A solution of 8.4 g of the 6-fluoro-2,3-dihydro-4H-benzopyran-4-carboxylic acid in 580 mL of methanol was perfused with HCl gas for 5 minutes. The resulting solution was stirred at room temperature overnight. The volatiles were evaporated and the residue dissolved in ether. The ether layer was washed with water then dried over Na2SO4, filtered and evaporated to give 8.7 g of crude product which was purified by chromatography on 300 g of silica gel eluting with CH2Cl2 to give 6.2 g of product as ... Starting materials: C(C)OC(=O)C=1C=NC2=CC=C(N=C2C1Cl)F (Ethyl-4-chloro-6-fluoro-[1,5]naphthyridine-3-carboxylate), C(C)OC(=O)C=1C=NC2=CC(=NC=C2C1O)Cl (7-chloro-4-hydroxy-[1,6]naphthyridine-3-carboxylic acid ethyl ester). Yields the product C(C)OC(=O)C=1C=NC2=C(N=CC=C2C1Cl)Cl (Ethyl-4,8-dichloro-[1,7]naphthyridine-3-carboxyate). Reaction SMILES: [CH2:1]([O:3][C:4]([C:6]1[CH:7]=[N:8][C:9]2[C:14]([C:15]=1[Cl:16])=[N:13][C:12](F)=[CH:11][CH:10]=2)=[O:5])[CH3:2].C(OC(C1C=NC2C(C=1O)=CN=C([Cl:34])C=2)=O)C>>[CH2:1]([O:3][C:4]([C:6]1[CH:7]=[N:8][C:9]2[C:10]([C:15]=1[Cl:16])=[CH:11][CH:12]=[N:13][C:14]=2[Cl:34])=[O:5])[CH3:2]. Reported procedure: The title compound was prepared following the procedure described for 4a using 8-chloro-4-hydroxy-[1,7]naphthyridine-3-carboxylic acid ethyl ester (11). 1H-NMR (CDCl3) δ (ppm): 1.47 (3H, t, J=7.14 Hz), 4.53 (2H, q, J=7.14 Hz), 8.13 (1H, d, J=5.8 Hz), 8.55 (1H, d, J=5.8 Hz), 9.35 (1H, s). m/z 271.0 (MH+).